Dataset: the Open Reaction Database (ORD), a public repository of structured organic reaction records. Task: describe an organic reaction: reactants, conditions, products, and yield RXN SMILES: [NH:15]1[CH2:16][CH:17]([NH:19][C:20](=[O:21])[CH2:22][NH:23][C:24]([c:25]2[cH:26][c:27]([C:31]([F:32])([F:33])[F:34])[cH:28][cH:29][cH:30]2)=[O:35])[CH2:18]1.[OH:1][c:2]1[c:3]([CH:8]2[CH2:9][CH2:10][C:11](=[O:14])[CH2:12][CH2:13]2)[cH:4][n:5][cH:6][cH:7]1>>[OH:1][c:2]1[c:3]([CH:8]2[CH2:9][CH2:10][CH:11]([N:15]3[CH2:16][CH:17]([NH:19][C:20](=[O:21])[CH2:22][NH:23][C:24]([c:25]4[cH:26][c:27]([C:31]([F:32])([F:33])[F:34])[cH:28][cH:29][cH:30]4)=[O:35])[CH2:18]3)[CH2:12][CH2:13]2)[cH:4][n:5][cH:6][cH:7]1. Starting materials: O=C(CNC(=O)c1cccc(C(F)(F)F)c1)NC1CNC1, O=C1CCC(c2cnccc2O)CC1. Product: O=C(CNC(=O)c1cccc(C(F)(F)F)c1)NC1CN(C2CCC(c3cnccc3O)CC2)C1. The product is Cc1nc(C(=O)N2CCOC3(CCN(CCOc4cc(C)c(C=O)cc4C)CC3)C2)cs1. Reactants: ClCCl, Cc1nc(C(=O)N2CCOC3(CCN(CCOc4cc(C)c(CO)cc4C)CC3)C2)cs1. Reaction SMILES: [Cl:33][CH2:34][Cl:35].[OH:1][CH2:2][c:3]1[cH:4][c:5]([CH3:32])[c:6]([O:7][CH2:8][CH2:9][N:10]2[CH2:11][CH2:12][C:13]3([CH2:14][N:15]([C:19](=[O:20])[c:21]4[n:22][c:23]([CH3:26])[s:24][cH:25]4)[CH2:16][CH2:17][O:18]3)[CH2:27][CH2:28]2)[cH:29][c:30]1[CH3:31]>>[O:1]=[CH:2][c:3]1[cH:4][c:5]([CH3:32])[c:6]([O:7][CH2:8][CH2:9][N:10]2[CH2:11][CH2:12][C:13]3([CH2:14][N:15]([C:19](=[O:20])[c:21]4[n:22][c:23]([CH3:26])[s:24][cH:25]4)[CH2:16][CH2:17][O:18]3)[CH2:27][CH2:28]2)[cH:29][c:30]1[CH3:31]. Starting materials: [Br-], C#C[Mg+], CC(C)(C)OC(=O)N1CCCC(=O)C1, C1CCOC1. The product is C#CC1(O)CCCN(C(=O)OC(C)(C)C)C1. Reaction SMILES: [Br-:15].[C:16](#[CH:17])[Mg+:18].[C:1]([CH3:2])([CH3:3])([CH3:4])[O:5][C:6](=[O:7])[N:8]1[CH2:9][C:10](=[O:14])[CH2:11][CH2:12][CH2:13]1.[CH2:19]1[O:20][CH2:21][CH2:22][CH2:23]1>>[C:1]([CH3:2])([CH3:3])([CH3:4])[O:5][C:6](=[O:7])[N:8]1[CH2:9][C:10]([OH:14])([C:16]#[CH:17])[CH2:11][CH2:12][CH2:13]1. Starting materials: CS(=O)C1=NN=C(S1)N=C=O (5-methylsulfinyl-1,3,4-thiadiazol-2-yl isocyanate), dimethyl acetal, C(C#C)NCCC=O (3-propargylaminopropionaldehyde). The solvent is C1=CC=CC=C1 (benzene), C1=CC=CC=C1 (benzene). Product: dimethyl acetal, C(C#C)N(C(=O)NC=1SC(=NN1)S(=O)C)CCC=O (3-[1-propargyl-3-(5-methylsulfinyl-1,3,4-thiadiazol-2-yl)ureido]propionaldehyde). Reaction SMILES: [CH3:1][S:2]([C:4]1[S:8][C:7]([N:9]=[C:10]=[O:11])=[N:6][N:5]=1)=[O:3].[CH2:12]([NH:15][CH2:16][CH2:17][CH:18]=[O:19])[C:13]#[CH:14]>C1C=CC=CC=1>[CH2:12]([N:15]([CH2:16][CH2:17][CH:18]=[O:19])[C:10]([NH:9][C:7]1[S:8][C:4]([S:2]([CH3:1])=[O:3])=[N:5][N:6]=1)=[O:11])[C:13]#[CH:14]. Reported procedure: A mixture of 5-methylsulfinyl-1,3,4-thiadiazol-2-yl isocyanate dimer (0.05 mole), the dimethyl acetal of 3-propargylaminopropionaldehyde (0.1 mole) and benzene (60 ml) are charged into a glass reaction vessel equipped with a mechanical stirrer and reflux condenser. The reaction mixture is heated at reflux for a period of about 15 minutes. After this time the mixture is stripped of benzene under reduced pressure to yield a solid product as the residue. The residue is then recrystallized to yield ... The reactants are C1(=CC=CC=C1)C1OC2=CC=C(C=C2C(C1)O)O (2-phenylchroman-4,6-diol), FC1=C(C(=CC=C1)F)C1OC2=CC=C(C=C2C(C1)=O)O (2-(2,6-difluorophenyl)-6-hydroxychroman-4one). Yields the product FC1=C(C(=CC=C1)F)C1OC2=CC=C(C=C2C(C1)O)O (2-(2,6-Difluorophenyl)chroman-4,6-diol). RXN SMILES: C1(C2CC(O)C3C(=CC=C(O)C=3)O2)C=CC=CC=1.[F:19][C:20]1[CH:25]=[CH:24][CH:23]=[C:22]([F:26])[C:21]=1[CH:27]1[CH2:36][C:35](=[O:37])[C:34]2[C:29](=[CH:30][CH:31]=[C:32]([OH:38])[CH:33]=2)[O:28]1>>[F:19][C:20]1[CH:25]=[CH:24][CH:23]=[C:22]([F:26])[C:21]=1[CH:27]1[CH2:36][CH:35]([OH:37])[C:34]2[C:29](=[CH:30][CH:31]=[C:32]([OH:38])[CH:33]=2)[O:28]1. Reported procedure: 2-(2,6-Difluorophenyl)chroman-4,6-diol was prepared as described for 2-phenylchroman-4,6-diol in Example 8(a) starting from 4.45 g of 2-(2,6-difluorophenyl)-6-hydroxychroman-4one. 1H NMR (400 MHz, d6-DMSO) δ: 8.87 (s, 1H), 7.48 (m, 1H), 7.17-7.13 (m, 2H), 6.90 (d, 1H, J 2.9 Hz), 6.55-6.54 (m, 2H), 5.46 (dd, 1H, J 12.2, 1.8 Hz), 4.87 (m, 1H), 2.37 (m, 1H), 2.23 (m, 1H). Reactants: [Li+], CCOC(=O)CCCN1CCC(N2CCN(C(=O)C(Cc3cc(Cl)c(N)c(C(F)(F)F)c3)OC(=O)N3CCC(N4CCc5ccccc5NC4=O)CC3)CC2)CC1, [OH-]. Yields the product Nc1c(Cl)cc(CC(OC(=O)N2CCC(N3CCc4ccccc4NC3=O)CC2)C(=O)N2CCN(C3CCN(CCCC(=O)O)CC3)CC2)cc1C(F)(F)F. As a reaction SMILES: [Li+:59].[O:1]=[C:2]1[NH:3][c:4]2[c:5]([cH:54][cH:55][cH:56][cH:57]2)[CH2:6][CH2:7][N:8]1[CH:9]1[CH2:10][CH2:11][N:12]([C:15](=[O:16])[O:17][CH:18]([C:19](=[O:20])[N:21]2[CH2:22][CH2:23][N:24]([CH:27]3[CH2:28][CH2:29][N:30]([CH2:33][CH2:34][CH2:35][C:36](=[O:37])[O:38][CH2:39][CH3:40])[CH2:31][CH2:32]3)[CH2:25][CH2:26]2)[CH2:41][c:42]2[cH:43][c:44]([Cl:53])[c:45]([NH2:52])[c:46]([C:48]([F:49])([F:50])[F:51])[cH:47]2)[CH2:13][CH2:14]1.[OH-:58]>>[O:1]=[C:2]1[NH:3][c:4]2[c:5]([cH:54][cH:55][cH:56][cH:57]2)[CH2:6][CH2:7][N:8]1[CH:9]1[CH2:10][CH2:11][N:12]([C:15](=[O:16])[O:17][CH:18]([C:19](=[O:20])[N:21]2[CH2:22][CH2:23][N:24]([CH:27]3[CH2:28][CH2:29][N:30]([CH2:33][CH2:34][CH2:35][C:36](=[O:37])[OH:38])[CH2:31][CH2:32]3)[CH2:25][CH2:26]2)[CH2:41][c:42]2[cH:43][c:44]([Cl:53])[c:45]([NH2:52])[c:46]([C:48]([F:49])([F:50])[F:51])[cH:47]2)[CH2:13][CH2:14]1.